This data is from the Open Reaction Database (ORD), a public repository of structured organic reaction records. The task is: describe an organic reaction: reactants, conditions, products, and yield Reactants: C([O-])([O-])=O.[K+].[K+] (potassium carbonate), [I-].[K+] (potassium iodide), ClCC(=C)C (3-chloro-2-methyl-1-propene), OC=1C(=C2CCN(C2=C(C1)C)C=O)C (2,3-Dihydro-5-hydroxy-4,7-dimethyl-1H-indole-1-carbaldehyde). Run in CN(C=O)C (N,N-dimethylformamide), O (water). Run at temperature 80 celsius, time 3 hour. The product is CC1=C2CCN(C2=C(C=C1OCC(=C)C)C)C=O (2,3-Dihydro-4,7-dimethyl-5-[(2-methyl-2-propenyl)oxy]-1H-indole-1-carbaldehyde). Isolated yield 81.5%. As a reaction SMILES: [OH:1][C:2]1[C:3]([CH3:14])=[C:4]2[C:8](=[C:9]([CH3:11])[CH:10]=1)[N:7]([CH:12]=[O:13])[CH2:6][CH2:5]2.C(=O)([O-])[O-].[K+].[K+].[I-].[K+].Cl[CH2:24][C:25]([CH3:27])=[CH2:26]>CN(C)C=O.O>[CH3:14][C:3]1[C:2]([O:1][CH2:26][C:25]([CH3:27])=[CH2:24])=[CH:10][C:9]([CH3:11])=[C:8]2[C:4]=1[CH2:5][CH2:6][N:7]2[CH:12]=[O:13] |f:1.2.3,4.5|. Procedure details: 2,3-Dihydro-5-hydroxy-4,7-dimethyl-1H-indole-1-carbaldehyde (5.74 g, 30 mmol) was dissolved in N,N-dimethylformamide (100 ml) and to the solution were added potassium carbonate (8.29 g, 60 mmol), potassium iodide (0.50 g, 3 mmol) and 3-chloro-2-methyl-1-propene (4.41 ml, 45 mmol). The mixture was stirred at 80° C. for 3 hours. The reaction mixture was poured into cold water (300 ml), and extracted with ethyl acetate. The extract was washed with saturated brine and dried over sodium sulfate, and ... Starting materials: BrC1S[C@@H]([C@H]([C@@H]1F)OCC1=CC=C(C=C1)Cl)COCC1=CC=C(C=C1)Cl ((3S,4S,5R)-2-bromo-4-((4-chlorobenzyl)oxy)-5-(((4-chlorobenzyl)oxy)methyl)-3-fluorothiolane), N1C(=O)N=C(N)C=C1 (cytosine), C/C(=N\[Si](C)(C)C)/O[Si](C)(C)C (N,O-bis(trimethylsilyl)acetamide). Run in C(Cl)Cl (methylene chloride), C(Cl)Cl (methylene chloride). Run at temperature 80 celsius, time 2 hour. Yields the product NC1=NC(N(C=C1)C1S[C@@H]([C@H]([C@@H]1F)OCC1=CC=C(C=C1)Cl)COCC1=CC=C(C=C1)Cl)=O ((3S,4S,5R)-2-(4-amino-2-oxo-1,2-dihydropyrimidin-1-yl)-4-((4-chlorobenzyl)oxy)-5-(((4-chlorobenzyl)oxy)methyl)-3-fluorothiolane). RXN SMILES: [NH:1]1[CH:8]=[CH:7][C:5]([NH2:6])=[N:4][C:2]1=[O:3].C/C(/O[Si](C)(C)C)=N\[Si](C)(C)C.Br[CH:22]1[C@@H:26]([F:27])[C@H:25]([O:28][CH2:29][C:30]2[CH:35]=[CH:34][C:33]([Cl:36])=[CH:32][CH:31]=2)[C@@H:24]([CH2:37][O:38][CH2:39][C:40]2[CH:45]=[CH:44][C:43]([Cl:46])=[CH:42][CH:41]=2)[S:23]1>C(Cl)Cl>[NH2:6][C:5]1[CH:7]=[CH:8][N:1]([CH:22]2[C@@H:26]([F:27])[C@H:25]([O:28][CH2:29][C:30]3[CH:35]=[CH:34][C:33]([Cl:36])=[CH:32][CH:31]=3)[C@@H:24]([CH2:37][O:38][CH2:39][C:40]3[CH:41]=[CH:42][C:43]([Cl:46])=[CH:44][CH:45]=3)[S:23]2)[C:2](=[O:3])[N:4]=1. Reported procedure: To another reaction vessel, 0.12 g of cytosine and 0.53 mL of N,O-bis(trimethylsilyl)acetamide were added in a nitrogen atmosphere, and the obtained mixture was then stirred at 80° C. for 2 hours. After cooling in air, a methylene chloride solution containing (3S,4S,5R)-2-bromo-4-((4-chlorobenzyl)oxy)-5-(((4-chlorobenzyl)oxy)methyl)-3-fluorothiolane was added to the reaction mixture, and the obtained mixture was then stirred 60° C. for 2 hours. Thereafter, methylene chloride was added to the rea... The product is COC=1C=C(C=CC1OC)C1=CC=2C3=C(C=NC2C=C1)N(C(N3C=3C=NN(C3C)C)=O)C (8-(3,4-Dimethoxy-phenyl)-1-(1,5-dimethyl-1H-pyrazol-4-yl)-3-methyl-1,3-dihydro-imidazo[4,5-c]quinolin-2-one). Reagents/catalysts: Cl[Pd]([P](C1=CC=CC=C1)(C2=CC=CC=C2)C3=CC=CC=C3)([P](C4=CC=CC=C4)(C5=CC=CC=C5)C6=CC=CC=C6)Cl (PdCl2(PPh3)2), CO.CC(=O)N(C)C (MeOH DMA). Run at temperature 105 celsius, time 1.5 hour. RXN SMILES: Br[C:2]1[CH:11]=[CH:10][C:9]2[N:8]=[CH:7][C:6]3[N:12]([CH3:23])[C:13](=[O:22])[N:14]([C:15]4[CH:16]=[N:17][N:18]([CH3:21])[C:19]=4[CH3:20])[C:5]=3[C:4]=2[CH:3]=1.[CH3:24][O:25][C:26]1[CH:27]=[C:28](B(O)O)[CH:29]=[CH:30][C:31]=1[O:32][CH3:33]>CN(C=O)C.C([O-])([O-])=O.[K+].[K+].CO.CC(N(C)C)=O.Cl[Pd](Cl)([P](C1C=CC=CC=1)(C1C=CC=CC=1)C1C=CC=CC=1)[P](C1C=CC=CC=1)(C1C=CC=CC=1)C1C=CC=CC=1>[CH3:24][O:25][C:26]1[CH:27]=[C:28]([C:2]2[CH:11]=[CH:10][C:9]3[N:8]=[CH:7][C:6]4[N:12]([CH3:23])[C:13](=[O:22])[N:14]([C:15]5[CH:16]=[N:17][N:18]([CH3:21])[C:19]=5[CH3:20])[C:5]=4[C:4]=3[CH:3]=2)[CH:29]=[CH:30][C:31]=1[O:32][CH3:33] |f:3.4.5,6.7,^1:58,77|. The solvent is CN(C)C=O (DMF), C(=O)([O-])[O-].[K+].[K+] (K2CO3). The reactants are BrC1=CC=2C3=C(C=NC2C=C1)N(C(N3C=3C=NN(C3C)C)=O)C (8-bromo-1-(1,5-dimethyl-1H-pyrazol-4-yl)-3-methyl-1,3-dihydro-imidazo[4,5-c]quinolin-2-one), BrC1=CC=2C3=C(C=NC2C=C1)N(C(N3C=3C=NN(C3C)C)=O)C (8-bromo-1-(1,5-dimethyl-1H-pyrazol-4-yl)-3-methyl-1,3-dihydro-imidazo[4,5-c]quinolin-2-one), COC=1C=C(C=CC1OC)B(O)O (3,4-dimethoxyphenylboronic acid). Reported procedure: A mixture of 8-bromo-1-(1,5-dimethyl-1H-pyrazol-4-yl)-3-methyl-1,3-dihydro-imidazo[4,5-c]quinolin-2-one (Intermediate J, 50 mg, 0.132 mmol), 3,4-dimethoxyphenylboronic acid (Aldrich, Buchs, Switzerland, 29 mg, 0.156 mmol) and PdCl2(PPh3)2 (6 mg, 0.0085 mmol) in DMF (1.2 ml) and 1 M aqueous K2CO3 (0.329 ml) was stirred under argon at 105° C. for 1.5 h. Then the RM was cooled to rt, diluted with MeOH/DMA+3 drops TFA and purified directly by Prep. HPLC (H2O (0.1% TFA)/CH3CN 95:5 to 55:45). The frac... Reactants: [BH4-], CO, Cc1cc(N2CC([N+](=O)[O-])CC2=O)ccc1N1CCCCOC1=O, O=C(O)C(F)(F)F, [Na+], Cl[Ni]Cl, O, O, O, O, O, O. The product is Cc1cc(N2CC(N)CC2=O)ccc1N1CCCCOC1=O, O=C(O)C(F)(F)F. As a reaction SMILES: [BH4-:1].[CH3:34][OH:35].[CH3:3][c:4]1[c:5]([N:19]2[C:20](=[O:26])[O:21][CH2:22][CH2:23][CH2:24][CH2:25]2)[cH:6][cH:7][c:8]([N:10]2[C:11](=[O:18])[CH2:12][CH:13]([N+:15]([O-:16])=[O:17])[CH2:14]2)[cH:9]1.[F:27][C:28]([C:29](=[O:30])[OH:31])([F:32])[F:33].[Na+:2].[Ni:42]([Cl:43])[Cl:44].[OH2:36].[OH2:37].[OH2:38].[OH2:39].[OH2:40].[OH2:41]>>[CH3:3][c:4]1[c:5]([N:19]2[C:20](=[O:26])[O:21][CH2:22][CH2:23][CH2:24][CH2:25]2)[cH:6][cH:7][c:8]([N:10]2[C:11](=[O:18])[CH2:12][CH:13]([NH2:15])[CH2:14]2)[cH:9]1.[F:27][C:28]([C:29](=[O:30])[OH:31])([F:32])[F:33].